From a dataset of the Open Reaction Database (ORD), a public repository of structured organic reaction records. describe an organic reaction: reactants, conditions, products, and yield Reactants: CC(Cl)OC(=O)Cl, Cc1ccccc1, CC1CC(OC(=O)c2ccc([N+](=O)[O-])cc2)c2ncnc(N3CC4(CCN(Cc5ccccc5)CC4)c4c(CNC(=O)OC(C)(C)C)cccc43)c21. Yields the product CC1CC(OC(=O)c2ccc([N+](=O)[O-])cc2)c2ncnc(N3CC4(CCNCC4)c4c(CNC(=O)OC(C)(C)C)cccc43)c21. RXN SMILES: [C:53]([Cl:54])(=[O:55])[O:56][CH:57]([Cl:58])[CH3:59].[CH3:60][c:61]1[cH:62][cH:63][cH:64][cH:65][cH:66]1.[N+:1](=[O:2])([O-:3])[c:4]1[cH:5][cH:6][c:7]([C:8](=[O:9])[O:10][CH:11]2[CH2:12][CH:13]([CH3:50])[c:14]3[c:15]2[n:16][cH:17][n:18][c:19]3[N:20]2[CH2:21][C:22]3([c:23]4[c:24]([CH2:29][NH:30][C:31](=[O:32])[O:33][C:34]([CH3:35])([CH3:36])[CH3:37])[cH:25][cH:26][cH:27][c:28]42)[CH2:38][CH2:39][N:40]([CH2:43][c:44]2[cH:45][cH:46][cH:47][cH:48][cH:49]2)[CH2:41][CH2:42]3)[cH:51][cH:52]1>>[N+:1](=[O:2])([O-:3])[c:4]1[cH:5][cH:6][c:7]([C:8](=[O:9])[O:10][CH:11]2[CH2:12][CH:13]([CH3:50])[c:14]3[c:15]2[n:16][cH:17][n:18][c:19]3[N:20]2[CH2:21][C:22]3([c:23]4[c:24]([CH2:29][NH:30][C:31](=[O:32])[O:33][C:34]([CH3:35])([CH3:36])[CH3:37])[cH:25][cH:26][cH:27][c:28]42)[CH2:38][CH2:39][NH:40][CH2:41][CH2:42]3)[cH:51][cH:52]1. Starting materials: COC(CN)OC (aminoacetaldehyde dimethylacetal), Cl.O1C(=CC2=C1C=CC=C2)C(OC)=N (methyl benzofuran-2-carboximidate hydrochloride), Cl (HCl). Run in C(C)OCC.C(C)O (diethyl ether ethanol), CO (methanol). Conditions: temperature 60 celsius, time 16 hour. The product is Cl.O1C(=CC2=C1C=CC=C2)C=2NC=CN2 (2-(benzofuran-2-yl)-imidazole hydrochloride). Reaction SMILES: CO[CH:3](OC)[CH2:4][NH2:5].[ClH:8].[O:9]1[C:13]2[CH:14]=[CH:15][CH:16]=[CH:17][C:12]=2[CH:11]=[C:10]1[C:18](=[NH:21])OC.Cl>CO.C(OCC)C.C(O)C>[ClH:8].[O:9]1[C:13]2[CH:14]=[CH:15][CH:16]=[CH:17][C:12]=2[CH:11]=[C:10]1[C:18]1[NH:21][CH:3]=[CH:4][N:5]=1 |f:1.2,5.6,7.8|. Reported procedure: A solution of aminoacetaldehyde dimethylacetal (7.3 g) and methyl benzofuran-2-carboximidate hydrochloride (13.4 g) in methanol (135 ml) was stirred at 60° C. for 16 hours. The mixture was then evaporated to dryness. Hydrochloric acid (750 ml, 2M) was added and the resulting mixture was stirred at 60° C. for 16 hours. After cooling, the solution was washed with dichloromethane. The aqueous layer was basified with sodium hydroxide and the free base was extracted with ethyl acetate. The organic la... The reactants are C(C)(=O)OCC (ethyl acetate), C(C)(C)(C)OC(=O)N1CCC(CC1)O (1-t-butoxycarbonyl-4-hydroxypiperidine), OC1=CC=C(C=O)C=C1 (4-hydroxybenzaldehyde), C1(=CC=CC=C1)P(C1=CC=CC=C1)C1=CC=CC=C1 (triphenylphosphine), N,N,N′,N′-tetramethylazodicarboxyamide. Run in C1CCOC1 (THF). Reaction conditions: time 8 hour. Product: C(C)(C)(C)OC(=O)N1CCC(CC1)OC1=CC=C(C=O)C=C1 (4-(1-t-butoxycarbonyl-4-piperidyloxy)benzaldehyde). RXN SMILES: [C:1]([O:5][C:6]([N:8]1[CH2:13][CH2:12][CH:11]([OH:14])[CH2:10][CH2:9]1)=[O:7])([CH3:4])([CH3:3])[CH3:2].O[C:16]1[CH:23]=[CH:22][C:19]([CH:20]=[O:21])=[CH:18][CH:17]=1.C1(P(C2C=CC=CC=2)C2C=CC=CC=2)C=CC=CC=1.C(OCC)(=O)C>C1COCC1>[C:1]([O:5][C:6]([N:8]1[CH2:13][CH2:12][CH:11]([O:14][C:16]2[CH:23]=[CH:22][C:19]([CH:20]=[O:21])=[CH:18][CH:17]=2)[CH2:10][CH2:9]1)=[O:7])([CH3:4])([CH3:2])[CH3:3]. Procedure details: 770 mg (3.83 mmol) of 1-t-butoxycarbonyl-4-hydroxypiperidine and 467 mg (3.83 mmol) of 4-hydroxybenzaldehyde were dissolved in 20 ml of THF. 1.2 g (4.6 mmol) of triphenylphosphine and 790 mg (4.6 mmol) of N,N,N′,N′-tetramethylazodicarboxyamide were added to the obtained solution, and they were stirred overnight. After the treatment with ethyl acetate as the extracting solvent by an ordinary method, the obtained crude product was purified by the silica gel column chromatography to obtain the titl... Run at time 0.5 hour. Run in O1CCCC1 (tetrahydrofuran), O1CCCC1 (tetrahydrofuran). The reactants are COC=1C=C(C(CBr)=O)C=CC1 (3-methoxyphenacyl bromide), O (Water), CNS(=O)(=O)C=1SC(=CC1)C1=NC=NC2=CC=C(C=C12)C=1C(=NN(C1)C(C1=CC=CC=C1)(C1=CC=CC=C1)C1=CC=CC=C1)C1=CC=C(C=C1)F (5-{6-[3-(4-fluorophenyl)-1-trityl-1H-pyrazol-4-yl]quinazolin-4-yl}thiophen-2-sulfonic acid methylamide), lithium bistrimethyl silyl amide. Product: COC=1C=C(C=CC1)C(CN(S(=O)(=O)C=1SC(=CC1)C1=NC=NC2=CC=C(C=C12)C=1C(=NN(C1)C(C1=CC=CC=C1)(C1=CC=CC=C1)C1=CC=CC=C1)C1=CC=C(C=C1)F)C)=O (5-{6-[3-(4-Fluorophenyl)-1-trityl-1H-pyrazol-4-yl]quinazolin-4-yl}thiophen-2-sulfonic acid [2-(3-methoxyphenyl) 2-oxoethyl]methylamide). Reaction SMILES: [CH3:1][NH:2][S:3]([C:6]1[S:7][C:8]([C:11]2[C:20]3[C:15](=[CH:16][CH:17]=[C:18]([C:21]4[C:22]([C:45]5[CH:50]=[CH:49][C:48]([F:51])=[CH:47][CH:46]=5)=[N:23][N:24]([C:26]([C:39]5[CH:44]=[CH:43][CH:42]=[CH:41][CH:40]=5)([C:33]5[CH:38]=[CH:37][CH:36]=[CH:35][CH:34]=5)[C:27]5[CH:32]=[CH:31][CH:30]=[CH:29][CH:28]=5)[CH:25]=4)[CH:19]=3)[N:14]=[CH:13][N:12]=2)=[CH:9][CH:10]=1)(=[O:5])=[O:4].[CH3:52][O:53][C:54]1[CH:55]=[C:56]([CH:61]=[CH:62][CH:63]=1)[C:57](=[O:60])[CH2:58]Br.O>O1CCCC1>[CH3:52][O:53][C:54]1[CH:55]=[C:56]([C:57](=[O:60])[CH2:58][N:2]([CH3:1])[S:3]([C:6]2[S:7][C:8]([C:11]3[C:20]4[C:15](=[CH:16][CH:17]=[C:18]([C:21]5[C:22]([C:45]6[CH:46]=[CH:47][C:48]([F:51])=[CH:49][CH:50]=6)=[N:23][N:24]([C:26]([C:39]6[CH:44]=[CH:43][CH:42]=[CH:41][CH:40]=6)([C:33]6[CH:38]=[CH:37][CH:36]=[CH:35][CH:34]=6)[C:27]6[CH:28]=[CH:29][CH:30]=[CH:31][CH:32]=6)[CH:25]=5)[CH:19]=4)[N:14]=[CH:13][N:12]=3)=[CH:9][CH:10]=2)(=[O:5])=[O:4])[CH:61]=[CH:62][CH:63]=1. Yield: 28.1%. Procedure: 50 mg 5-{6-[3-(4-fluorophenyl)-1-trityl-1H-pyrazol-4-yl]quinazolin-4-yl}thiophen-2-sulfonic acid methylamide (compound in Example 745) was dissolved in 5 mL tetrahydrofuran, then 0.07 mL of 1.0 M lithium bistrimethyl silyl amide was added thereto under ice-cooling, and the mixture was stirred for 0.5 hour. Under ice-cooling, a solution of 80 mg 3-methoxyphenacyl bromide in 2 mL tetrahydrofuran was added thereto and stirred for 1.5 hour. Water was added to the reaction solution which was then ext...